This data is from the Open Reaction Database (ORD), a public repository of structured organic reaction records. The task is: describe an organic reaction: reactants, conditions, products, and yield Reactants: O1CCOC12CC=C(CC2)C=2C=CC(NC2)=O (5-(1,4-dioxa-spiro[4.5]dec-7-en-8-yl)-1H-pyridin-2-one), C(C)I (EtI). Product: O1CCOC12CCC(CC2)C=2C=CC(N(C2)CC)=O (5-(1,4-Dioxa-spiro[4.5]dec-8-yl)-1-ethyl-1H-pyridin-2-one). As a reaction SMILES: [O:1]1[C:5]2([CH2:10][CH2:9][C:8]([C:11]3[CH:12]=[CH:13][C:14](=[O:17])[NH:15][CH:16]=3)=[CH:7][CH2:6]2)[O:4][CH2:3][CH2:2]1.[CH2:18](I)[CH3:19]>>[O:4]1[C:5]2([CH2:10][CH2:9][CH:8]([C:11]3[CH:12]=[CH:13][C:14](=[O:17])[N:15]([CH2:18][CH3:19])[CH:16]=3)[CH2:7][CH2:6]2)[O:1][CH2:2][CH2:3]1. Procedure details: The title compound was prepared as a white solid from the ethylation of 5-(1,4-dioxa-spiro[4.5]dec-7-en-8-yl)-1H-pyridin-2-one with EtI (Aldrich) using the procedure described in Step B of Example 38.